describe an organic reaction: reactants, conditions, products, and yield From a dataset of the Open Reaction Database (ORD), a public repository of structured organic reaction records. As a reaction SMILES: [CH3:1][S:2]([C:5]1[CH:6]=[C:7]([CH:11]=[C:12]([N+:14]([O-])=O)[CH:13]=1)[C:8]([OH:10])=[O:9])(=[O:4])=[O:3]>CO.[Ni]>[NH2:14][C:12]1[CH:11]=[C:7]([CH:6]=[C:5]([S:2]([CH3:1])(=[O:4])=[O:3])[CH:13]=1)[C:8]([OH:10])=[O:9]. The reactants are CS(=O)(=O)C=1C=C(C(=O)O)C=C(C1)[N+](=O)[O-] (3-Methylsulfonyl-5-nitrobenzoic acid). Run in CO (methanol). Yield: 90.7%. Product: NC=1C=C(C(=O)O)C=C(C1)S(=O)(=O)C (3-Amino-5-methylsulphonylbenzoic acid). Procedure details: 3-Methylsulfonyl-5-nitrobenzoic acid (D11) (7.5 g) was dissolved in methanol (250 ml) and Raney nickel was added. The mixture was stirred under hydrogen at atmospheric pressure and room temperature overnight. The mixture was heated to dissolve precipitated product and filtered hot. The filter cake was washed with hot MeOH and the combined filtrates were evaporated to give D12 (5.97 g) an off-white solid. Conditions: time 8 hour. The reagents and catalysts are [Ni] (Raney nickel). Reactants: C[Si](C)(C)CCOCCl ((trimethylsilyl)ethoxymethyl chloride), COC(C1=C(N=CC=C1)S(NC1=CC=CC=C1)(=O)=O)=O (2-phenylsulfamoylnicotinic acid methyl ester), C(C)(C)N(C(C)C)CC (N,N-diisopropylethylamine), C[Si](CCOCCl)(C)C (2-(trimethylsilyl)ethoxymethyl chloride). The solvent is ClCCl (dichloromethane). Conditions: time 8 hour. Yields the product COC(C1=C(N=CC=C1)S(N(COCC[Si](C)(C)C)C1=CC=CC=C1)(=O)=O)=O (2-{phenyl-[2-(trimethylsilanyl)ethoxymethyl]sulfamoyl}nicotinic acid methyl ester). RXN SMILES: [CH3:1][O:2][C:3](=[O:20])[C:4]1[CH:9]=[CH:8][CH:7]=[N:6][C:5]=1[S:10](=[O:19])(=[O:18])[NH:11][C:12]1[CH:17]=[CH:16][CH:15]=[CH:14][CH:13]=1.C(N(CC)C(C)C)(C)C.[CH3:30][Si:31]([CH3:38])([CH3:37])[CH2:32][CH2:33][O:34][CH2:35]Cl>ClCCl>[CH3:1][O:2][C:3](=[O:20])[C:4]1[CH:9]=[CH:8][CH:7]=[N:6][C:5]=1[S:10](=[O:19])(=[O:18])[N:11]([C:12]1[CH:17]=[CH:16][CH:15]=[CH:14][CH:13]=1)[CH2:35][O:34][CH2:33][CH2:32][Si:31]([CH3:38])([CH3:37])[CH3:30]. Procedure details: A mixture of 2-phenylsulfamoylnicotinic acid methyl ester (1.1 g), N,N-diisopropylethylamine (1.9 mL) and dichloromethane at 0° C. was treated with 2-(trimethylsilyl)ethoxymethyl chloride (0.67 mL), and the resulting mixture was stirred at room temperature overnight. The mixture was cooled to 0° C., treated with additional (trimethylsilyl)ethoxymethyl chloride (0.30 mL), and stirred at room temperature for 5 hours. The mixture was concentrated under reduced pressure and the residue was purified ... The reactants are CC=1C(=CSC1)S(=O)[O-].[Li+] (lithium 4-methyl-3-thiophenesulfinate), ClN1C(CCC1=O)=O (N-chlorosuccinimide). Yields the product CC=1C(=CSC1)S(=O)(=O)Cl (4-methyl-3-thiophenesulfonyl chloride). Conditions: temperature 20 celsius, time 70 minute. Solvent: O (water), O (water), CC(C)O (2-propanol), CC(C)O (2-propanol). Reported procedure: To 34 g of lithium 4-methyl-3-thiophenesulfinate in 220 ml of water cooled to 10° C. was added a suspension of 26.7 g of N-chlorosuccinimide in 80 ml of 2-propanol portionwise during 5 minutes. An additional 75 ml of 2-propanol was added to dissolve the reagents and the mixture was stirred for 70 minutes at 20° C. A large excess (1 liter) of water was then added and the mixture was extracted with methylene chloride 3 times. The methylene chloride portions were combined, dried over sodium sulfate... Reaction SMILES: [CH3:1][C:2]1[C:3]([S:7]([O-:9])=[O:8])=[CH:4][S:5][CH:6]=1.[Li+].[Cl:11]N1C(=O)CCC1=O>O.CC(O)C>[CH3:1][C:2]1[C:3]([S:7]([Cl:11])(=[O:9])=[O:8])=[CH:4][S:5][CH:6]=1 |f:0.1|. Reactants: CC(CC(=O)C=1SC=CC1C(=O)O)C (2-(3-Methyl-1-oxobutyl)thiophene-3-carboxylic acid), CNN (methylhydrazine), resultant mixture. The solvent is C(C)O (ethanol), C(C)(=O)OCC (ethyl acetate). Product: CN1N=C(C2=C(C1=O)C=CS2)CC(C)C (5-Methyl-7-(2-methylpropyl)thieno[2,3-d]pyridazin-4(5H)-one). Reaction SMILES: [CH3:1][CH:2]([CH3:14])[CH2:3][C:4]([C:6]1[S:7][CH:8]=[CH:9][C:10]=1[C:11](O)=[O:12])=O.[CH3:15][NH:16][NH2:17]>C(O)C.C(OCC)(=O)C>[CH3:15][N:16]1[C:11](=[O:12])[C:10]2[CH:9]=[CH:8][S:7][C:6]=2[C:4]([CH2:3][CH:2]([CH3:14])[CH3:1])=[N:17]1. Procedure details: 2-(3-Methyl-1-oxobutyl)thiophene-3-carboxylic acid (5.3 g) prepared in a) above was dissolved in ethanol (30 ml) and methylhydrazine (1.5 ml) added. The resultant mixture was heated to reflux for 10 hours. The reaction mixture was evaporated and the residue obtained was dissolved in ethyl acetate. The organic phase was washed twice with dilute hydrochloric acid, twice with saturated sodium hydrogen carbonate solution and once with brine, then dried and evaporated. Purification by chromatography ... Reactants: Cl, Ic1cccs1, I, [Mg], CC(C)(C)OOC(=O)c1ccccc1. The product is CC(C)(C)Oc1cccs1. As a reaction SMILES: [ClH:23].[I:1][c:2]1[s:3][cH:4][cH:5][cH:6]1.[I:8].[Mg:7].[cH:9]1[c:10]([C:11]([O:12][O:18][C:19]([CH3:20])([CH3:21])[CH3:22])=[O:13])[cH:14][cH:15][cH:16][cH:17]1>>[c:2]1([O:18][C:19]([CH3:20])([CH3:21])[CH3:22])[s:3][cH:4][cH:5][cH:6]1. Reactants: Cc1cnc(N)cn1, COCC(C)Oc1cc(O)cc(C(=O)O)c1. The product is COCC(C)Oc1cc(O)cc(C(=O)Nc2cnc(C)cn2)c1. Reaction SMILES: [CH3:17][c:18]1[n:19][cH:20][c:21]([NH2:24])[n:22][cH:23]1.[OH:1][c:2]1[cH:3][c:4]([C:5](=[O:6])[OH:7])[cH:8][c:9]([O:11][CH:12]([CH2:13][O:14][CH3:15])[CH3:16])[cH:10]1>>[OH:1][c:2]1[cH:3][c:4]([C:5](=[O:7])[NH:24][c:21]2[cH:20][n:19][c:18]([CH3:17])[cH:23][n:22]2)[cH:8][c:9]([O:11][CH:12]([CH2:13][O:14][CH3:15])[CH3:16])[cH:10]1.